From a dataset of the Open Reaction Database (ORD), a public repository of structured organic reaction records. describe an organic reaction: reactants, conditions, products, and yield Starting materials: O=C(O)C(=Cc1ccc(Cl)cc1[N+](=O)[O-])c1ccc(Br)cc1, CC(=O)O, CCOC(C)=O, [Fe], O. The product is Nc1cc(Cl)ccc1C=C(C(=O)O)c1ccc(Br)cc1. RXN SMILES: [Br:1][c:2]1[cH:3][cH:4][c:5]([C:8]([C:9](=[O:10])[OH:11])=[CH:12][c:13]2[c:14]([N+:20]([O-:21])=[O:22])[cH:15][c:16]([Cl:19])[cH:17][cH:18]2)[cH:6][cH:7]1.[CH3:23][C:24](=[O:25])[OH:26].[CH3:28][CH2:29][O:30][C:31](=[O:32])[CH3:33].[Fe:34].[OH2:27]>>[Br:1][c:2]1[cH:3][cH:4][c:5]([C:8]([C:9](=[O:10])[OH:11])=[CH:12][c:13]2[c:14]([NH2:20])[cH:15][c:16]([Cl:19])[cH:17][cH:18]2)[cH:6][cH:7]1.